From a dataset of the Open Reaction Database (ORD), a public repository of structured organic reaction records. describe an organic reaction: reactants, conditions, products, and yield Reactants: CC1=CC=C(C(=O)Cl)C=C1 (4-methylbenzoylchloride), [Cl-].[NH4+] (ammonium chloride), O[C@@H]1CC[C@H](CC1)NC(OC(C)(C)C)=O (t-butyl trans-4-hydroxycyclohexyl-carbamate), N1=CC=CC=C1 (pyridine). Run in ClCCl (dichloromethane), ClCCl (dichloromethane). Conditions: time 8 hour. The product is CC1=CC=C(C=C1)C(=O)O[C@@H]1CC[C@H](CC1)NC(OC(C)(C)C)=O (t-butyl trans-[4-(4-methylphenylcarbonyloxy)cyclohexyl]-carbamate). Yield: 83.9%. Reaction SMILES: [OH:1][C@H:2]1[CH2:7][CH2:6][C@H:5]([NH:8][C:9](=[O:15])[O:10][C:11]([CH3:14])([CH3:13])[CH3:12])[CH2:4][CH2:3]1.N1C=CC=CC=1.[CH3:22][C:23]1[CH:31]=[CH:30][C:26]([C:27](Cl)=[O:28])=[CH:25][CH:24]=1.[Cl-].[NH4+]>ClCCl>[CH3:22][C:23]1[CH:31]=[CH:30][C:26]([C:27]([O:1][C@H:2]2[CH2:7][CH2:6][C@H:5]([NH:8][C:9](=[O:15])[O:10][C:11]([CH3:12])([CH3:14])[CH3:13])[CH2:4][CH2:3]2)=[O:28])=[CH:25][CH:24]=1 |f:3.4|. Procedure: To a mixture of t-butyl trans-4-hydroxycyclohexyl-carbamate (1.00 g) and pyridine (773 mg) in dichloromethane (40 ml) under ice-cooling was added a solution of 4-methylbenzoylchloride (754 mg) in dichloromethane (10 ml) over 10 minutes. The mixture was stirred overnight at room temperature, and then saturated aqueous ammonium chloride was added thereto. The mixture was extracted with chloroform, and the organic layer was washed with brine, dried over sodium sulfate, and then the solvent was remo... The reactants are BrC1=CC=CC(=N1)NCC1=CC(=CC=C1)F (6-bromo-N-(3-fluorobenzyl)pyridin-2-amine), ClC=1C(=CC(=NC1)F)B(O)O (5-chloro-2-fluoropyridin-4-ylboronic acid), C(Cl)Cl (CH2Cl2), COCCOC (DME), Na2CO2. The reagents and catalysts are C1=CC=C(C=C1)P([C-]2C=CC=C2)C3=CC=CC=C3.C1=CC=C(C=C1)P([C-]2C=CC=C2)C3=CC=CC=C3.Cl[Pd]Cl.[Fe+2] (PdCl2(dppf)). Run in CCOC(=O)C (EtOAc), CO (MeOH). Product: ClC=1C(=CC(=NC1)F)C1=NC(=CC=C1)NCC1=CC(=CC=C1)F (5′-chloro-2′-fluoro-N-(3-fluorobenzyl)-2,4′-bipyridin-6-amine). Reaction SMILES: Br[C:2]1[N:7]=[C:6]([NH:8][CH2:9][C:10]2[CH:15]=[CH:14][CH:13]=[C:12]([F:16])[CH:11]=2)[CH:5]=[CH:4][CH:3]=1.[Cl:17][C:18]1[C:19](B(O)O)=[CH:20][C:21]([F:24])=[N:22][CH:23]=1.C(Cl)Cl.COCCOC>CCOC(C)=O.CO.C1C=CC(P(C2C=CC=CC=2)[C-]2C=CC=C2)=CC=1.C1C=CC(P(C2C=CC=CC=2)[C-]2C=CC=C2)=CC=1.Cl[Pd]Cl.[Fe+2]>[Cl:17][C:18]1[C:19]([C:2]2[CH:3]=[CH:4][CH:5]=[C:6]([NH:8][CH2:9][C:10]3[CH:15]=[CH:14][CH:13]=[C:12]([F:16])[CH:11]=3)[N:7]=2)=[CH:20][C:21]([F:24])=[N:22][CH:23]=1 |f:6.7.8.9|. Procedure details: A mixture of 6-bromo-N-(3-fluorobenzyl)pyridin-2-amine (A, 2.0 g, 7.11 mmol), 5-chloro-2-fluoropyridin-4-ylboronic acid (2.0 g, 11.4 mmol), PdCl2(dppf).CH2Cl2 adduct (0.465 g, 0.569 mmol), DME (27 mL) and 2M aqueous Na2CO2 (9.25 mL, 18.50 mmol) was stirred at about 100° C. for 3 hr. After cooling to ambient temperature, the mixture was diluted with EtOAc (25 mL) and MeOH (20 mL), filtered, and concentrated in vacuo to yield a crude material. The crude material was purified by column chromatograp... Run in O1CCCC1 (tetrahydrofuran). Product: ClC=1C=C2C=NN(C2=C(C1)CN1N=C(C2=CC(=CC=C12)C(=O)O)NC)CC(C)C (1-[(5-Chloro-1-isobutyl-indazol-7-yl)methyl]-3-(methylamino)indazole-5-carboxylic acid). Reactants: ClC=1C=C2C=NN(C2=C(C1)CN1N=C(C2=CC(=CC=C12)C(=O)OC)NC)CC(C)C (Methyl 1-[(5-chloro-1-isobutyl-indazol-7-yl)methyl]-3-(methylamino)indazole-5-carboxylate), [OH-].[Li+] (lithium hydroxide), O (water), CO (methanol). Reaction conditions: temperature 100 celsius. As a reaction SMILES: [Cl:1][C:2]1[CH:3]=[C:4]2[C:8](=[C:9]([CH2:11][N:12]3[C:20]4[C:15](=[CH:16][C:17]([C:21]([O:23]C)=[O:22])=[CH:18][CH:19]=4)[C:14]([NH:25][CH3:26])=[N:13]3)[CH:10]=1)[N:7]([CH2:27][CH:28]([CH3:30])[CH3:29])[N:6]=[CH:5]2.[OH-].[Li+].O.CO>O1CCCC1>[Cl:1][C:2]1[CH:3]=[C:4]2[C:8](=[C:9]([CH2:11][N:12]3[C:20]4[C:15](=[CH:16][C:17]([C:21]([OH:23])=[O:22])=[CH:18][CH:19]=4)[C:14]([NH:25][CH3:26])=[N:13]3)[CH:10]=1)[N:7]([CH2:27][CH:28]([CH3:30])[CH3:29])[N:6]=[CH:5]2 |f:1.2|. Procedure: A mixture of compound 69 (0.021 g, 0.05 mmol), lithium hydroxide (0.09 g, 0.2 mmol) in a mixture of tetrahydrofuran (1 mL), water (0.5 mL) and methanol (0.5 mL) was heated at 100° C. under microwave conditions for 10 minutes. Then, the reaction was quenched by adding water and diluted with ethyl acetate. The organic layer was separated, washed with Brine, dried (MgSO4), filtered and the solvent was evaporated. Starting materials: COC1=CC=C(C=C1)C1=NOC=C1C(=O)O (3-(4-methoxyphenyl)-isoxazole-4-carboxylic acid), C(C)N(C(C)C)C(C)C (N-ethyl-N-isopropylpropan-2-amine), CN(C)C(=[N+](C)C)ON1C2=C(C=CC=C2)N=N1.[B-](F)(F)(F)F (TBTU), Cl.N1C[C@@H](CCC1)C(C)(C)O (2-[(3R)-piperidin-3-yl]propan-2-ol hydrochloride). The solvent is CN(C)C=O (DMF). Product: COC1=CC=C(C=C1)C1=NOC=C1C(=O)N1C[C@@H](CCC1)C(C)(C)O (2-((3R)-1-{[3-(4-methoxyphenyl)isoxazol-4-yl]carbonyl}piperidin-3-yl)propan-2-ol). The yield is 77.4%. RXN SMILES: [CH3:1][O:2][C:3]1[CH:8]=[CH:7][C:6]([C:9]2[C:13]([C:14]([OH:16])=O)=[CH:12][O:11][N:10]=2)=[CH:5][CH:4]=1.C(N(C(C)C)C(C)C)C.CN(C(ON1N=NC2C=CC=CC1=2)=[N+](C)C)C.[B-](F)(F)(F)F.Cl.[NH:49]1[CH2:54][CH2:53][CH2:52][C@@H:51]([C:55]([OH:58])([CH3:57])[CH3:56])[CH2:50]1>CN(C=O)C>[CH3:1][O:2][C:3]1[CH:4]=[CH:5][C:6]([C:9]2[C:13]([C:14]([N:49]3[CH2:54][CH2:53][CH2:52][C@@H:51]([C:55]([OH:58])([CH3:57])[CH3:56])[CH2:50]3)=[O:16])=[CH:12][O:11][N:10]=2)=[CH:7][CH:8]=1 |f:2.3,4.5|. Procedure details: A solution of 3-(4-methoxyphenyl)-isoxazole-4-carboxylic acid (7 mg, 0.03 mmol), N-ethyl-N-isopropylpropan-2-amine (16 μL, 0.09 mmol, 3 equ.) and TBTU (12 mg, 0.036 mmol, 1.2 equ.) in DMF (0.3 mL) was added to 2-[(3R)-piperidin-3-yl]propan-2-ol hydrochloride (5 mg, 0.03 mmol). After 1 h at rt the crude product was purified by RP-HPLC. The pure fractions were basified (NaHCO3) and extracted with ethyl acetate, dried (Na2SO4), evaporated and dried in vacuum to yield the title compound (8 mg). MS (... The reactants are C(C)(=O)C1CCN(CC1)C(=O)OC(C)(C)C (4-acetyl-1-(tert-butoxycarbonyl)piperidine), C(C)(=O)OCC (ethyl acetate), CC(C)([O-])C.[K+] (potassium t-butoxide). The solvent is CC(C)(C)OC (MTBE). Product: hexanes acetone, C(C)(C)(C)OC(=O)N1CCC(CC1)C(CC(C)=O)=O (1-(tert-Butoxycarbonyl)-4-(1,3-dioxo-but-1-yl)piperidine). As a reaction SMILES: [C:1]([CH:4]1[CH2:9][CH2:8][N:7]([C:10]([O:12][C:13]([CH3:16])([CH3:15])[CH3:14])=[O:11])[CH2:6][CH2:5]1)(=[O:3])[CH3:2].[C:17](OCC)(=[O:19])[CH3:18].CC(C)([O-])C.[K+]>CC(OC)(C)C>[C:13]([O:12][C:10]([N:7]1[CH2:6][CH2:5][CH:4]([C:1](=[O:3])[CH2:2][C:17](=[O:19])[CH3:18])[CH2:9][CH2:8]1)=[O:11])([CH3:16])([CH3:15])[CH3:14] |f:2.3|. Procedure: A solution of 2.27 g (10.0 mmol) of 4-acetyl-1-(tert-butoxycarbonyl)piperidine (from Step A), 1.95 mL (20.0 mmol) of ethyl acetate and 2.24 g (20.0 mmol) of potassium t-butoxide in 25 mL of MTBE was stirred at rt for 20 h. The reaction was quenched with 50 mL of 0.5 N KHSO4 and extracted with 150 mL of ether. The extract was dried over MgSO4 and concentrated. Flash chromatography on 70 g of silica gel using 20:1 v/v hexanes/acetone as the eluant afforded the title compound. The enol form predomi...